This data is from the Open Reaction Database (ORD), a public repository of structured organic reaction records. The task is: describe an organic reaction: reactants, conditions, products, and yield The reactants are OC=1C=C2CCC(OC2=CC1)C(=O)O ((RS)-6-hydroxy-chroman-2-carboxylic acid), [H-].[H-].[H-].[H-].[Li+].[Al+3] (LiAlH4), C(=O)([O-])[O-].[K+].[K+] (K2CO3), C(C1=CC=CC=C1)Br (benzyl bromide), Cl (HCl). Run in C1CCOC1 (THF), C1CCOC1 (THF), CCOC(=O)C (EtOAc). Product: C(C1=CC=CC=C1)OC=1C=C2CCC(OC2=CC1)CO ((RS)-6-benzyloxy-(chroman-2-yl)-methanol). The yield is 59.9%. As a reaction SMILES: [H-].[H-].[H-].[H-].[Li+].[Al+3].[OH:7][C:8]1[CH:9]=[C:10]2[C:15](=[CH:16][CH:17]=1)[O:14][CH:13]([C:18]([OH:20])=O)[CH2:12][CH2:11]2.Cl.C([O-])([O-])=O.[K+].[K+].[CH2:28](Br)[C:29]1[CH:34]=[CH:33][CH:32]=[CH:31][CH:30]=1>C1COCC1.CCOC(C)=O>[CH2:28]([O:7][C:8]1[CH:9]=[C:10]2[C:15](=[CH:16][CH:17]=1)[O:14][CH:13]([CH2:18][OH:20])[CH2:12][CH2:11]2)[C:29]1[CH:34]=[CH:33][CH:32]=[CH:31][CH:30]=1 |f:0.1.2.3.4.5,8.9.10|. Reported procedure: To a stirred suspension of LiAlH4 (0.352 g, 9.26 mmol) in THF at 10° C. was added a solution of (RS)-6-hydroxy-chroman-2-carboxylic acid (1.2 g, 6.18 mmol) in THF (25 ml) over 15 min. After allowing to warm to ambient temperature, 4N HCl (25 ml) and EtOAc (100 ml) was added and the mixture shaken. The aqueous phase was extracted with EtOAc (100 ml) and the combined organic extracts were washed with satd. NaCl (50 ml), dried with Na2SO4 and evaporated. The resulting solid was taken up in acetone ...